describe an organic reaction: reactants, conditions, products, and yield From a dataset of the Open Reaction Database (ORD), a public repository of structured organic reaction records. Starting materials: O[C@]1(C[C@@H](CCC1)C)CNC(=O)C=1C=2C=CC(=NC2C=CC1Cl)Cl (2,6-dichloro-quinoline-5-carboxylic acid ((1R,3R)-1-hydroxy-3methyl-cyclohexylmethyl)-amide), CCN(C(C)C)C(C)C (DIPEA), OCCC1CNCC1 (3-(2-hydroxyethyl)-pyrrolidine). Yields the product O[C@]1(C[C@@H](CCC1)C)CNC(=O)C=1C=2C=CC(=NC2C=CC1Cl)N1CC(CC1)CCO (6-Chloro-2-(3-(2-hydroxyethyl)-pyrrolidin-1-yl)-quinoline-5-carboxylic acid ((1R,3R)-1-hydroxy-3-methyl-cyclohexylmethyl)-amide). As a reaction SMILES: [OH:1][C@:2]1([CH2:9][NH:10][C:11]([C:13]2[C:14]3[CH:15]=[CH:16][C:17](Cl)=[N:18][C:19]=3[CH:20]=[CH:21][C:22]=2[Cl:23])=[O:12])[CH2:7][CH2:6][CH2:5][C@@H:4]([CH3:8])[CH2:3]1.CCN(C(C)C)C(C)C.[OH:34][CH2:35][CH2:36][CH:37]1[CH2:41][CH2:40][NH:39][CH2:38]1>>[OH:1][C@:2]1([CH2:9][NH:10][C:11]([C:13]2[C:14]3[CH:15]=[CH:16][C:17]([N:39]4[CH2:40][CH2:41][CH:37]([CH2:36][CH2:35][OH:34])[CH2:38]4)=[N:18][C:19]=3[CH:20]=[CH:21][C:22]=2[Cl:23])=[O:12])[CH2:7][CH2:6][CH2:5][C@@H:4]([CH3:8])[CH2:3]1. Reported procedure: The title compound was synthesized according to the procedure described in example 1 using 2,6-dichloro-quinoline-5-carboxylic acid ((1R,3R)-1-hydroxy-3methyl-cyclohexylmethyl)-amide, DIPEA and 3-(2-hydroxyethyl)-pyrrolidine. 1H NMR (400 MHz, DMSO-d6) δ ppm 8.75 (1H), 7.85 (m, 1H), 7.58 (2H), 7.05 (1H), 4.69 (m, 1H), 4.16 (s, 1H), 3.89 (m, 1H), 3.70 (m, 2H), 3.55 (m, 1H), 3.26 (m, 2H), 2.44 (m, 2H), 2.06 (m, 2H), 1.85 (m, 2H), 1.74-1.76 (m, 5H), 1.15 (m, 3H), 1.03 (m, 1H), 0.83 (d, 3H), 0.74 (m,... Starting materials: C1(CCCCC1)P(C1=C(C=CC=C1)C1=C(C=CC=C1)N(C)C)C1CCCCC1 ((2′-dicyclohexylphosphanyl-biphenyl-2-yl)-dimethyl-amine), CC1=CC(=NC(=C1)C)N1CCNCC1 (1-(4,6-dimethyl-pyridin-2-yl)-piperazine), ClC1=CC=C(C=C1)[N+](=O)[O-] (1-chloro-4-nitro-benzene), C([O-])([O-])=O.[Cs+].[Cs+] (caesium carbonate). The reagents and catalysts are C(C)(=O)[O-].[Pd+2].C(C)(=O)[O-] (palladium(II) acetate). The solvent is C1CCOC1 (THF), C1(=CC=CC=C1)C (toluene). Conditions: temperature 80 celsius, time 30 minute. Product: CC1=CC(=NC(=C1)C)N1CCN(CC1)C1=CC=C(C=C1)[N+](=O)[O-] (1-(4,6-dimethyl-pyridin-2-yl)-4-(4-nitro-phenyl)-piperazine). As a reaction SMILES: [CH3:1][C:2]1[CH:7]=[C:6]([CH3:8])[N:5]=[C:4]([N:9]2[CH2:14][CH2:13][NH:12][CH2:11][CH2:10]2)[CH:3]=1.Cl[C:16]1[CH:21]=[CH:20][C:19]([N+:22]([O-:24])=[O:23])=[CH:18][CH:17]=1.C(=O)([O-])[O-].[Cs+].[Cs+].C1(P(C2CCCCC2)C2C=CC=CC=2C2C=CC=CC=2N(C)C)CCCCC1>C1(C)C=CC=CC=1.C1COCC1.C([O-])(=O)C.[Pd+2].C([O-])(=O)C>[CH3:1][C:2]1[CH:7]=[C:6]([CH3:8])[N:5]=[C:4]([N:9]2[CH2:10][CH2:11][N:12]([C:16]3[CH:21]=[CH:20][C:19]([N+:22]([O-:24])=[O:23])=[CH:18][CH:17]=3)[CH2:13][CH2:14]2)[CH:3]=1 |f:2.3.4,8.9.10|. Procedure: To a solution of 1-(4,6-dimethyl-pyridin-2-yl)-piperazine (0.7 g, 3.66 mmol) and 1-chloro-4-nitro-benzene (0.69 g, 4.39 mmol) in toluene was added caesium carbonate (2.38 g, 7.32 mmol), then the mixture was stirred for 30 min. under an argon atmosphere. A solution of palladium(II) acetate (50 mg, 0.22 mmol) and (2′-dicyclohexylphosphanyl-biphenyl-2-yl)-dimethyl-amine (50 mg, 0.13 mmol) in THF was purged with argon for 30 min then added to the substrate mixture, and the resulting mixture was heat... Reactants: C(C1=CC=CC=C1)N1C(COCC1)CC(C(=O)OCC)C(=O)OCC (Diethyl 2-((4-benzylmorpholin-3-yl)methyl)malonate). Reagents/catalysts: [Pd] (Pd/C). The product is N1C(COCC1)CC(C(=O)OCC)C(=O)OCC (Diethyl 2-(morpholin-3-ylmethyl)malonate). Yield: 89.0%. As a reaction SMILES: C([N:8]1[CH2:13][CH2:12][O:11][CH2:10][CH:9]1[CH2:14][CH:15]([C:21]([O:23][CH2:24][CH3:25])=[O:22])[C:16]([O:18][CH2:19][CH3:20])=[O:17])C1C=CC=CC=1>[Pd]>[NH:8]1[CH2:13][CH2:12][O:11][CH2:10][CH:9]1[CH2:14][CH:15]([C:21]([O:23][CH2:24][CH3:25])=[O:22])[C:16]([O:18][CH2:19][CH3:20])=[O:17]. Reported procedure: Diethyl 2-((4-benzylmorpholin-3-yl)methyl)malonate (1 g, 2.86 mmol) was reacted with Pd/C (10%, 0.1 g) according to the procedure as described in Example 34, Step C to give the title compound as colorless oil (0.66 g, 89%). The compound was characterized by the following spectroscopic data: Starting materials: BrC=1C=CC2=C(N(C[C@H](C=3N2C(=NN3)C)C)C3=CC=C(C#N)C=C3)C1 ((R)-4-(8-bromo-1,4-dimethyl-4H-benzo[b][1,2,4]triazolo[4,3-d][1,4]diazepin-6(5H)-yl)benzonitrile), CC1(OB(OC1(C)C)C1=CNC(C=C1)=O)[CH2+] ((4,5,5-trimethyl-2-(6-oxo-1,6-dihydropyridin-3-yl)-1,3,2-dioxaborolan-4-yl) methylium), C([O-])([O-])=O.[Cs+].[Cs+] (cesium carbonate), C1(=CC=CC=C1)C (toluene). Reagents/catalysts: O (water), C=1C=CC(=CC1)[P](C=2C=CC=CC2)(C=3C=CC=CC3)[Pd]([P](C=4C=CC=CC4)(C=5C=CC=CC5)C=6C=CC=CC6)([P](C=7C=CC=CC7)(C=8C=CC=CC8)C=9C=CC=CC9)[P](C=1C=CC=CC1)(C=1C=CC=CC1)C=1C=CC=CC1 (tetrakis(triphenylphosphine)palladium(0)). Run in C(C)O (ethanol), O (water). Conditions: temperature 100 celsius, time 16 hour. Product: CC1=NN=C2N1C1=C(N(C[C@H]2C)C2=CC=C(C#N)C=C2)C=C(C=C1)C1=CNC(C=C1)=O ((R)-4-(1,4-dimethyl-8-(6-oxo-1,6-dihydropyridin-3-yl)-4H-benzo[b][1,2,4]triazolo[4,3-d][1,4]diazepin-6(5H)-yl)benzonitrile). Isolated yield 49.0%. Reaction SMILES: Br[C:2]1[CH:3]=[CH:4][C:5]2[N:11]3[C:12]([CH3:15])=[N:13][N:14]=[C:10]3[C@H:9]([CH3:16])[CH2:8][N:7]([C:17]3[CH:24]=[CH:23][C:20]([C:21]#[N:22])=[CH:19][CH:18]=3)[C:6]=2[CH:25]=1.CC1([CH2+])C(C)(C)OB([C:34]2[CH:39]=[CH:38][C:37](=[O:40])[NH:36][CH:35]=2)O1.C(=O)([O-])[O-].[Cs+].[Cs+].C1(C)C=CC=CC=1>O.C1C=CC([P]([Pd]([P](C2C=CC=CC=2)(C2C=CC=CC=2)C2C=CC=CC=2)([P](C2C=CC=CC=2)(C2C=CC=CC=2)C2C=CC=CC=2)[P](C2C=CC=CC=2)(C2C=CC=CC=2)C2C=CC=CC=2)(C2C=CC=CC=2)C2C=CC=CC=2)=CC=1.C(O)C>[CH3:15][C:12]1[N:11]2[C:5]3[CH:4]=[CH:3][C:2]([C:34]4[CH:39]=[CH:38][C:37](=[O:40])[NH:36][CH:35]=4)=[CH:25][C:6]=3[N:7]([C:17]3[CH:24]=[CH:23][C:20]([C:21]#[N:22])=[CH:19][CH:18]=3)[CH2:8][C@@H:9]([CH3:16])[C:10]2=[N:14][N:13]=1 |f:2.3.4,^1:59,61,80,99|. Procedure: A mixture of (R)-4-(8-bromo-1,4-dimethyl-4H-benzo[b][1,2,4]triazolo[4,3-d][1,4]diazepin-6(5H)-yl)benzonitrile (39.3 mg, 0.1 mmol), (4,5,5-trimethyl-2-(6-oxo-1,6-dihydropyridin-3-yl)-1,3,2-dioxaborolan-4-yl) methylium (66 mg, 0.3 mmol, tetrakis(triphenylphosphine)palladium(0) (12 mg, 0.01 mmol), cesium carbonate (65.2 mg, 0.2 mmol), toluene (2 mL), ethanol (1 mL) and water (3 drops) was stirred at 100° C. for 16 hours. The mixture was diluted with water (5 mL) and extracted with ethyl acetate (3*... Starting materials: C(C)OC(CNC(C1=CC=C(C=C1)OC)=O)=O ((4-methoxy-benzoylamino)-acetic acid ethyl ester), C[Si]([N-][Si](C)(C)C)(C)C.[Li+] (lithium hexamethyldisilazide), C(C=C)Br (allyl bromide). Run in C1CCOC1 (THF). Reaction conditions: time 30 minute. Yields the product C(C)OC(C(CC=C)NC(C1=CC=C(C=C1)OC)=O)=O (2-(4-Methoxy-benzoylamino)-pent-4-enoic acid ethyl ester). Reaction SMILES: [CH2:1]([O:3][C:4](=[O:17])[CH2:5][NH:6][C:7](=[O:16])[C:8]1[CH:13]=[CH:12][C:11]([O:14][CH3:15])=[CH:10][CH:9]=1)[CH3:2].C[Si](C)(C)[N-][Si](C)(C)C.[Li+].[CH2:28](Br)[CH:29]=[CH2:30]>C1COCC1>[CH2:1]([O:3][C:4](=[O:17])[CH:5]([NH:6][C:7](=[O:16])[C:8]1[CH:9]=[CH:10][C:11]([O:14][CH3:15])=[CH:12][CH:13]=1)[CH2:30][CH:29]=[CH2:28])[CH3:2] |f:1.2|. Procedure details: A solution of 11.7 g of (4-methoxy-benzoylamino)-acetic acid ethyl ester (49.6 mmol) in 250 ml of abs. THF was cooled down to −78° and treated with 2.1 eq. of lithium hexamethyldisilazide (104 ml 1M[hexane]). After stirring for 30 min., 1.1 eq. of allyl bromide (4.62 ml) was added neat via syringe and the reaction mixture kept for 15 min. at −78° and for 30 min. at 0°. Pouring onto crashed ice, twofold extraction with AcOEt, twice washing with water, drying over natrium sulfate and evaporation o...